This data is from the Open Reaction Database (ORD), a public repository of structured organic reaction records. The task is: describe an organic reaction: reactants, conditions, products, and yield Starting materials: CCCN(CC(COC(Cc1ccccc1)C(=O)c1ccccc1)OC)C(=O)OC(C)(C)C, ClCCl, Cl, [Na+], [Na+], O=C([O-])[O-], O=C(O)C(F)(F)F. The product is CCCNCC(COC(Cc1ccccc1)C(=O)c1ccccc1)OC. Reaction SMILES: [CH3:1][O:2][CH:3]([CH2:4][O:5][CH:6]([C:7](=[O:8])[c:9]1[cH:10][cH:11][cH:12][cH:13][cH:14]1)[CH2:15][c:16]1[cH:17][cH:18][cH:19][cH:20][cH:21]1)[CH2:22][N:23]([CH2:24][CH2:25][CH3:26])[C:27]([O:28][C:29]([CH3:30])([CH3:31])[CH3:32])=[O:33].[Cl:48][CH2:49][Cl:50].[ClH:47].[Na+:41].[Na+:42].[O-:43][C:44](=[O:45])[O-:46].[OH:34][C:35]([C:36]([F:37])([F:38])[F:39])=[O:40]>>[CH3:1][O:2][CH:3]([CH2:4][O:5][CH:6]([C:7](=[O:8])[c:9]1[cH:10][cH:11][cH:12][cH:13][cH:14]1)[CH2:15][c:16]1[cH:17][cH:18][cH:19][cH:20][cH:21]1)[CH2:22][NH:23][CH2:24][CH2:25][CH3:26].